This data is from the Open Reaction Database (ORD), a public repository of structured organic reaction records. The task is: describe an organic reaction: reactants, conditions, products, and yield The reactants are O1C(CCCC1)OCC1=CC=C(O1)C(C)=O (1-[5-(tetrahydro-pyran-2-yloxymethyl)-furan-2-yl]-ethanone), 15. The solvent is CO (MeOH). Conditions: temperature 35 celsius, time 1 hour. Product: OCC1=CC=C(O1)C(C)=O (1-(5-hydroxymethyl-furan-2-yl)ethanone). Reaction SMILES: O1CCCCC1[O:7][CH2:8][C:9]1[O:13][C:12]([C:14](=[O:16])[CH3:15])=[CH:11][CH:10]=1>CO>[OH:7][CH2:8][C:9]1[O:13][C:12]([C:14](=[O:16])[CH3:15])=[CH:11][CH:10]=1. Procedure details: Crude 1-[5-(tetrahydro-pyran-2-yloxymethyl)-furan-2-yl]-ethanone (89 g, 0.40 mol) was dissolved in MeOH (500 mL) and treated with Amberlyst 15 (15 g) at rt. The reaction mixture was stirred at 35° C. for 1 h, cooled to rt and filtered over celite. Et3N (1 mL) was added and the mixture was evaporated to dryness. The residue was stripped with methylcyclohexane and 1-(5-hydroxymethyl-furan-2-yl)ethanone was obtained as a yellow oil that solidified on standing. The reactants are CCOC(=O)COc1c(C(=O)OC)sc(-c2ccc(C=O)cc2)c1Br, CC(C)=O, ClCCl, [K+], O=[Mn](=O)(=O)[O-]. The product is CCOC(=O)COc1c(C(=O)OC)sc(-c2ccc(C(=O)O)cc2)c1Br. Reaction SMILES: [CH3:1][O:2][C:3](=[O:4])[c:5]1[s:6][c:7](-[c:18]2[cH:19][cH:20][c:21]([CH:24]=[O:25])[cH:22][cH:23]2)[c:8]([Br:17])[c:9]1[O:10][CH2:11][C:12](=[O:13])[O:14][CH2:15][CH3:16].[CH3:32][C:33](=[O:34])[CH3:35].[Cl:36][CH2:37][Cl:38].[K+:31].[Mn:26](=[O:27])([O-:28])(=[O:29])=[O:30]>>[CH3:1][O:2][C:3](=[O:4])[c:5]1[s:6][c:7](-[c:18]2[cH:19][cH:20][c:21]([C:24](=[O:25])[OH:27])[cH:22][cH:23]2)[c:8]([Br:17])[c:9]1[O:10][CH2:11][C:12](=[O:13])[O:14][CH2:15][CH3:16]. Starting materials: IC=1C(=NNC1)C(=O)OCC (ethyl 4-iodo-1H-pyrazole-3-carboxylate), C1CCOC1 (THF), ClC1=CC=C(C=O)C=C1 (4-chlorobenzaldehyde). Reaction conditions: time 30 minute. Yields the product ClC1=CC=C(C=C1)C(C=1C(=NN(C1)C)C(=O)OCC)O (ethyl 4-((4-chlorophenyl)(hydroxy)methyl)-1-methyl-1H-pyrazole-3-carboxylate). Isolated yield 82.0%. RXN SMILES: I[C:2]1[C:3]([C:7]([O:9][CH2:10][CH3:11])=[O:8])=[N:4][NH:5][CH:6]=1.[Cl:12][C:13]1[CH:20]=[CH:19][C:16]([CH:17]=[O:18])=[CH:15][CH:14]=1.[CH2:21]1COCC1>>[Cl:12][C:13]1[CH:20]=[CH:19][C:16]([CH:17]([OH:18])[C:2]2[C:3]([C:7]([O:9][CH2:10][CH3:11])=[O:8])=[N:4][N:5]([CH3:21])[CH:6]=2)=[CH:15][CH:14]=1. Procedure details: To a stirred solution of ethyl 4-iodo-1H-pyrazole-3-carboxylate (Step 10.1) (2 g, 7.14 mmol) in THF (40 mL) under Ar was added TurboGrignard (5.77 mL, 7.50 mmol) at −10° C. After 30 min, 4-chlorobenzaldehyde (1.004 g, 7.14 mmol) was added. The reaction mixture was stirred for 60 min at rt, quenched with a saturated aq. NH4Cl solution, and extracted EtOAc. The combined organic layers were washed a saturated aq. NH4Cl solution, dried over Na2SO4 and evaporated. The crude material was purified by s... Reactants: C[O-], CCC(CC(=O)Nc1ccc(C(F)(F)F)cc1)OS(C)(=O)=O, [Na+], C1CCOC1, O. Yields the product CCC1CC(=O)N1c1ccc(C(F)(F)F)cc1. RXN SMILES: [CH3:1][O-:2].[F:4][C:5]([c:6]1[cH:7][cH:8][c:9]([NH:12][C:13]([CH2:14][CH:15]([CH2:16][CH3:17])[O:18][S:19]([CH3:20])(=[O:21])=[O:22])=[O:23])[cH:10][cH:11]1)([F:24])[F:25].[Na+:3].[O:27]1[CH2:28][CH2:29][CH2:30][CH2:31]1.[OH2:26]>>[F:4][C:5]([c:6]1[cH:7][cH:8][c:9]([N:12]2[C:13](=[O:23])[CH2:14][CH:15]2[CH2:16][CH3:17])[cH:10][cH:11]1)([F:24])[F:25].